Dataset: the Open Reaction Database (ORD), a public repository of structured organic reaction records. Task: describe an organic reaction: reactants, conditions, products, and yield Starting materials: C(C)(C)(C)N(CC(=O)O)C (tert-butyl-N-methylglycine), O1CCCC1 (tetrahydrofuran), C(C)(C)(C)[C@](NC(=O)OCC1=CC=CC=C1)(CCC(=O)[O-])C(=O)[O-] (α-tert-butyl-N-BENZYLOXYCARBONYL-L-GLUTAMATE), CN1CCOCC1 (N-methylmorpholine), O1CCCC1 (tetrahydrofuran), ClC(=O)OCC(C)C (isobutyl chloroformate). Reaction conditions: time 10 minute. The product is C(C)(C)(C)C(N(C)C(CC[C@H](NC(=O)OCC1=CC=CC=C1)C(=O)O)=O)(C(=O)O)C(C)(C)C (di-tert-butyl-N-methyl-[N-(benzyloxycarbonyl)-L-γ-glutamyl]glycine). Reaction SMILES: C([C@@:5]([C:22]([O-:24])=[O:23])([CH2:17][CH2:18][C:19]([O-:21])=O)[NH:6][C:7]([O:9][CH2:10][C:11]1[CH:16]=[CH:15][CH:14]=[CH:13][CH:12]=1)=[O:8])(C)(C)C.C[N:26]1[CH2:31][CH2:30][O:29]C[CH2:27]1.ClC(O[CH2:36][CH:37]([CH3:39])[CH3:38])=O.[C:40](N(C)CC(O)=O)([CH3:43])([CH3:42])[CH3:41].[O:50]1CCCC1>>[C:37]([C:31]([C:40]([CH3:43])([CH3:42])[CH3:41])([C:30]([OH:29])=[O:50])[N:26]([C:19](=[O:21])[CH2:18][CH2:17][C@@H:5]([C:22]([OH:24])=[O:23])[NH:6][C:7]([O:9][CH2:10][C:11]1[CH:12]=[CH:13][CH:14]=[CH:15][CH:16]=1)=[O:8])[CH3:27])([CH3:39])([CH3:38])[CH3:36]. Reported procedure: To a stirred solution of α-tert-butyl-N-BENZYLOXYCARBONYL-L-GLUTAMATE (1.63 g) and N-methylmorpholine (0.487 g) in dry tetrahydrofuran (8 ml) cooled to -20° C. was added isobutyl chloroformate (0.657 g). After 10 minutes a solution of tert-butyl-N-methylglycine (0.70 g) in tetrahydrofuran (8 ml) was added. Stirring was continued for 10 minutes at -20° C., and then at laboratory temperature for 4 hours. N-methylmorpholine hydrochloride was filtered off and the filtrate concentrated in vacuo. The ... Reactants: Clc1ncc(Br)cn1, C1CCOC1, [H-], [Na+], Cc1ccc(NS(=O)(=O)Nc2ncnc(OCCO)c2-c2ccc(C)cc2)cc1, O=C(O)CC(O)(CC(=O)O)C(=O)O. Yields the product Cc1ccc(NS(=O)(=O)Nc2ncnc(OCCOc3ncc(Br)cn3)c2-c2ccc(C)cc2)cc1. As a reaction SMILES: [Br:32][c:33]1[cH:34][n:35][c:36]([Cl:39])[n:37][cH:38]1.[CH2:53]1[O:54][CH2:55][CH2:56][CH2:57]1.[H-:30].[Na+:31].[OH:1][CH2:2][CH2:3][O:4][c:5]1[c:6](-[c:23]2[cH:24][cH:25][c:26]([CH3:29])[cH:27][cH:28]2)[c:7]([NH:11][S:12]([NH:13][c:14]2[cH:15][cH:16][c:17]([CH3:20])[cH:18][cH:19]2)(=[O:21])=[O:22])[n:8][cH:9][n:10]1.[OH:40][C:41]([CH2:42][C:43]([C:44](=[O:45])[OH:46])([CH2:47][C:48](=[O:49])[OH:50])[OH:51])=[O:52]>>[O:1]([CH2:2][CH2:3][O:4][c:5]1[c:6](-[c:23]2[cH:24][cH:25][c:26]([CH3:29])[cH:27][cH:28]2)[c:7]([NH:11][S:12]([NH:13][c:14]2[cH:15][cH:16][c:17]([CH3:20])[cH:18][cH:19]2)(=[O:21])=[O:22])[n:8][cH:9][n:10]1)[c:36]1[n:35][cH:34][c:33]([Br:32])[cH:38][n:37]1.